From a dataset of the Open Reaction Database (ORD), a public repository of structured organic reaction records. describe an organic reaction: reactants, conditions, products, and yield Solvent: C1CCOC1 (THF). Reactants: C(=O)(OCC1C2=CC=CC=C2C2=CC=CC=C12)N1[C@H](C(=O)O)C[C@H](C1)O (N-Fmoc-trans-4-Hydroxy-L-Proline), B.CSC (borane methyl sulfide), CO (Methanol). Procedure: To a solution of 2 (13.4 g, 38.1 mmol) in 250 ml THF was added borane-methyl sulfide (78 mmol, 5.78 g, 7.22 ml) dropwise at room temperature. After the evolution of H2 had ceased, the solution was heated to reflux with mechanical stirring. After 1 hour a white precipitate had formed. Methanol was carefully added, and the resulting solution refluxed for a further 15 minutes. The solution was cooled to room temperature, the solvents evaporated under reduced pressure, and the residual gum coevapora... The product is C(=O)(OCC1C2=CC=CC=C2C2=CC=CC=C12)N1CC(CC1CO)O (N1 -Fmoc-3-Hydroxypyrrolidine-5-Methanol). RXN SMILES: [C:1]([N:18]1[CH2:25][C@H:24]([OH:26])[CH2:23][C@H:19]1[C:20](O)=[O:21])([O:3][CH2:4][CH:5]1[C:17]2[C:12](=[CH:13][CH:14]=[CH:15][CH:16]=2)[C:11]2[C:6]1=[CH:7][CH:8]=[CH:9][CH:10]=2)=[O:2].B.CSC.CO>C1COCC1>[C:1]([N:18]1[CH:19]([CH2:20][OH:21])[CH2:23][CH:24]([OH:26])[CH2:25]1)([O:3][CH2:4][CH:5]1[C:6]2[C:11](=[CH:10][CH:9]=[CH:8][CH:7]=2)[C:12]2[C:17]1=[CH:16][CH:15]=[CH:14][CH:13]=2)=[O:2] |f:1.2|. Starting materials: BrC1=C(C=CC(=N1)NC(C)(C)C)F ((6-bromo-5-fluoropyridin-2-yl)-tert-butylamine). The solvent is ClCCCl (DCE), C(=O)(C(F)(F)F)O (TFA). Product: BrC1=C(C=CC(=N1)N)F (6-Bromo-5-fluoropyridin-2-ylamine). The yield is 68.9%. As a reaction SMILES: [Br:1][C:2]1[N:7]=[C:6]([NH:8]C(C)(C)C)[CH:5]=[CH:4][C:3]=1[F:13]>ClCCCl.C(O)(C(F)(F)F)=O>[Br:1][C:2]1[N:7]=[C:6]([NH2:8])[CH:5]=[CH:4][C:3]=1[F:13]. Procedure: A solution of (6-bromo-5-fluoropyridin-2-yl)-tert-butylamine (46 mg, 0.19 mmol) in DCE (2 mL) and TFA (2 mL) was heated at 120° C. for 10 min in a microwave reactor, and then concentrated under reduced pressure. The residue was taken up in MeOH and loaded onto an Isolute® SCX-2 cartridge (5 g). The cartridge was washed with MeOH then the desired product eluted with 2 M NH3 in MeOH to give 6-Bromo-5-fluoropyridin-2-ylamine as an off-white solid (25 mg, 71%). 1H NMR (400 MHz, CHCl3-d): δ 7.21 (dd,... Yields the product CC(=O)C1CCC2C3CCC4CC(O)C(C)CC4(C)C3C(=O)CC12C. Starting materials: CC1CC2(C)C(CCC3C4CCC(C5(C)OCCO5)C4(C)CC(=O)C32)CC1O, CC(C)=O, Cc1ccc(S(=O)(=O)O)cc1. As a reaction SMILES: [CH2:1]1[O:2][C:3]([CH3:4])([CH:5]2[CH2:6][CH2:7][CH:8]3[CH:9]4[CH2:10][CH2:11][CH:12]5[CH2:13][CH:14]([OH:26])[CH:15]([CH3:25])[CH2:16][C:17]5([CH3:18])[CH:19]4[C:20](=[O:24])[CH2:21][C:22]23[CH3:23])[O:28][CH2:27]1.[CH3:40][C:41](=[O:42])[CH3:43].[c:29]1([CH3:30])[cH:31][cH:32][c:33]([S:34]([OH:35])(=[O:36])=[O:37])[cH:38][cH:39]1>>[O:2]=[C:3]([CH3:4])[CH:5]1[CH2:6][CH2:7][CH:8]2[CH:9]3[CH2:10][CH2:11][CH:12]4[CH2:13][CH:14]([OH:26])[CH:15]([CH3:25])[CH2:16][C:17]4([CH3:18])[CH:19]3[C:20](=[O:24])[CH2:21][C:22]12[CH3:23].